From a dataset of the Open Reaction Database (ORD), a public repository of structured organic reaction records. describe an organic reaction: reactants, conditions, products, and yield Reactants: CC(=O)OCC1OC(n2cc3ccc4c(=O)[nH]ncc(n2)c34)C(C)(OC(C)=O)C1OC(C)=O, C1COCCO1, S=P12SP3(=S)SP(=S)(S1)SP(=S)(S2)S3, c1ccncc1. RXN SMILES: [C:1]([CH3:2])(=[O:3])[O:4][C:5]1([CH3:33])[CH:6]([n:19]2[n:20][c:21]3[c:22]4[c:23]([cH:24][cH:25][c:26]4[c:27](=[O:31])[nH:28][n:29][cH:30]3)[cH:32]2)[O:7][CH:8]([CH2:14][O:15][C:16]([CH3:17])=[O:18])[CH:9]1[O:10][C:11]([CH3:12])=[O:13].[O:54]1[CH2:55][CH2:56][O:57][CH2:58][CH2:59]1.[P:40]12(=[S:41])[S:42][P:43]3(=[S:53])[S:44][P:45](=[S:51])([S:46][P:47](=[S:50])([S:48]3)[S:49]1)[S:52]2.[cH:34]1[cH:35][cH:36][n:37][cH:38][cH:39]1>>[C:1]([CH3:2])(=[O:3])[O:4][C:5]1([CH3:33])[CH:6]([n:19]2[n:20][c:21]3[c:22]4[c:23]([cH:24][cH:25][c:26]4[c:27](=[S:41])[nH:28][n:29][cH:30]3)[cH:32]2)[O:7][CH:8]([CH2:14][O:15][C:16]([CH3:17])=[O:18])[CH:9]1[O:10][C:11]([CH3:12])=[O:13]. The product is CC(=O)OCC1OC(n2cc3ccc4c(=S)[nH]ncc(n2)c34)C(C)(OC(C)=O)C1OC(C)=O. Reactants: CN(/C=C/C(=O)C1=NN(C=CC1=O)C1=CC=C(C=C1)S(=O)(=O)C)C (3-((E)-3-Dimethylamino-acryloyl)-1-(4-methansulfonyl-phenyl)-1H-pyridazin-4-one), N1=CC=C(C2=CC=CC=C12)NN (quinolin-4-yl-hydrazine). Yields the product CS(=O)(=O)C1=CC=C(C=C1)N1N=C(C(C=C1)=O)C=1N(N=CC1)C1=CC=NC2=CC=CC=C12 (1-(4-Methanesulfonyl-phenyl)-3-(2-quinolin-4-yl-2H-pyrazol-3-yl)-1H-pyridazin-4-one). As a reaction SMILES: C[N:2](C)/[CH:3]=[CH:4]/[C:5]([C:7]1[C:12](=[O:13])[CH:11]=[CH:10][N:9]([C:14]2[CH:19]=[CH:18][C:17]([S:20]([CH3:23])(=[O:22])=[O:21])=[CH:16][CH:15]=2)[N:8]=1)=O.[N:25]1[C:34]2[C:29](=[CH:30][CH:31]=[CH:32][CH:33]=2)[C:28]([NH:35]N)=[CH:27][CH:26]=1>>[CH3:23][S:20]([C:17]1[CH:18]=[CH:19][C:14]([N:9]2[CH:10]=[CH:11][C:12](=[O:13])[C:7]([C:5]3[N:35]([C:28]4[C:29]5[C:34](=[CH:33][CH:32]=[CH:31][CH:30]=5)[N:25]=[CH:26][CH:27]=4)[N:2]=[CH:3][CH:4]=3)=[N:8]2)=[CH:15][CH:16]=1)(=[O:22])=[O:21]. Procedure: The product was obtained starting from 3-((E)-3-Dimethylamino-acryloyl)-1-(4-methansulfonyl-phenyl)-1H-pyridazin-4-one (A-16) and quinolin-4-yl-hydrazine according to the method described for example 43. MS: M=444.3 (M+H)+ The reactants are CC1(CN(CC1)C=1C=C(C=C(C1)OCOC)C=1N=C2C(=NC1)N(C=C2C(C(C)(C)C)=O)COCC[Si](C)(C)C)C (1-[2-[3-(3,3-dimethyl-pyrrolidin-1-yl)-5-methoxymethoxy-phenyl]-5-(2-trimethylsilanyl-ethoxymethyl)-5H-pyrrolo[2,3-b]pyrazin-7-yl]-2,2-dimethyl-propan-1-one), CN(CCO)C (2-dimethylamino-ethanol), CN(CCO)C (2-dimethylamino-ethanol), C1(=CC=CC=C1)P(C1=CC=CC=C1)C1=CC=CC=C1 (triphenylphosphine), C1(=CC=CC=C1)P(C1=CC=CC=C1)C1=CC=CC=C1 (triphenylphosphine), CN(CCO)C (2-dimethylamino-ethanol), N(=NC(=O)OC(C)C)C(=O)OC(C)C (Diisopropyl azodicarboxylate), N(=NC(=O)OC(C)C)C(=O)OC(C)C (Diisopropyl azodicarboxylate). Solvent: C1CCOC1 (THF). The product is CN(CCOC=1C=C(C=C(C1)N1CC(CC1)(C)C)C=1N=C2C(=NC1)N(C=C2C(C(C)(C)C)=O)COCC[Si](C)(C)C)C (1-[2-[3-(2-dimethylamino-ethoxy)-5-(3,3-dimethyl-pyrrolidin-1-yl)-phenyl]-5-(2-trimethylsilanyl-ethoxymethyl)-5H-pyrrolo[2,3-b]pyrazin-7-yl]-2,2-dimethyl-propan-1-one). Reaction SMILES: [CH3:1][C:2]1([CH3:40])[CH2:6][CH2:5][N:4]([C:7]2[CH:8]=[C:9]([C:17]3[N:18]=[C:19]4[C:25]([C:26](=[O:31])[C:27]([CH3:30])([CH3:29])[CH3:28])=[CH:24][N:23]([CH2:32][O:33][CH2:34][CH2:35][Si:36]([CH3:39])([CH3:38])[CH3:37])[C:20]4=[N:21][CH:22]=3)[CH:10]=[C:11]([O:13][CH2:14]OC)[CH:12]=2)[CH2:3]1.[CH3:41][N:42]([CH3:46])[CH2:43]CO.C1(P(C2C=CC=CC=2)C2C=CC=CC=2)C=CC=CC=1.N(C(OC(C)C)=O)=NC(OC(C)C)=O>C1COCC1>[CH3:41][N:42]([CH3:46])[CH2:43][CH2:14][O:13][C:11]1[CH:10]=[C:9]([C:17]2[N:18]=[C:19]3[C:25]([C:26](=[O:31])[C:27]([CH3:28])([CH3:29])[CH3:30])=[CH:24][N:23]([CH2:32][O:33][CH2:34][CH2:35][Si:36]([CH3:38])([CH3:37])[CH3:39])[C:20]3=[N:21][CH:22]=2)[CH:8]=[C:7]([N:4]2[CH2:5][CH2:6][C:2]([CH3:40])([CH3:1])[CH2:3]2)[CH:12]=1. Procedure details: A flask was charged with 1-[2-[3-(3,3-dimethyl-pyrrolidin-1-yl)-5-methoxymethoxy-phenyl]-5-(2-trimethylsilanyl-ethoxymethyl)-5H-pyrrolo[2,3-b]pyrazin-7-yl]-2,2-dimethyl-propan-1-one (90 mg, 0.17 mmol), 2-dimethylamino-ethanol (reagent A, 0.04 ml, 0.34 mmol) and triphenylphosphine (reagent B, 90 mg, 0.34 mmol). THF (2 ml) was added under nitrogen atmosphere. Diisopropyl azodicarboxylate (reagent C, 0.07 ml, 0.34 mmol) was added via syringe and the material was stirred. After 1 hour a further 2 eq... Reactants: OC=1C=C(C=C(C(=O)OC)C1)C(=O)OC (dimethyl 5-hydroxyisophthalate), CC1=CC=C(C=C1)S(=O)(=O)OCC1(COC1)C ((3-methyloxetan-3-yl)methyl 4-methylbenzenesulfonate), C([O-])([O-])=O.[K+].[K+] (potassium carbonate). The solvent is CN(C=O)C (N,N-dimethylformamide), O (water). Conditions: temperature 50 celsius, time 5 hour. Product: CC1(COC1)COC=1C=C(C=C(C(=O)OC)C1)C(=O)OC (Dimethyl 5-((3-methyloxetan-3-yl)methoxy)isophthalate). RXN SMILES: [OH:1][C:2]1[CH:3]=[C:4]([C:12]([O:14][CH3:15])=[O:13])[CH:5]=[C:6]([CH:11]=1)[C:7]([O:9][CH3:10])=[O:8].CC1C=CC(S(O[CH2:27][C:28]2([CH3:32])[CH2:31][O:30][CH2:29]2)(=O)=O)=CC=1.C(=O)([O-])[O-].[K+].[K+]>CN(C)C=O.O>[CH3:27][C:28]1([CH2:32][O:1][C:2]2[CH:11]=[C:6]([C:7]([O:9][CH3:10])=[O:8])[CH:5]=[C:4]([CH:3]=2)[C:12]([O:14][CH3:15])=[O:13])[CH2:31][O:30][CH2:29]1 |f:2.3.4|. Procedure details: A mixture of dimethyl 5-hydroxyisophthalate (500 mg), (3-methyloxetan-3-yl)methyl 4-methylbenzenesulfonate (915 mg), and potassium carbonate (850 mg) in N,N-dimethylformamide (3 mL) is stirred at 50° C. for 5 h. The reaction mixture is diluted with water and the precipitate is filtered off, washed with water, and dried to give the title compound. LC (method 7): tR=0.97 min; Mass spectrum (ESI+): m/z=295 [M+H]+. Reactants: BrCc1ccccc1, CN(C)C=O, Cl, [Li+], [Li+], O=C([O-])[O-], O=C(O)Cc1ccc(O)cc1. The product is O=C(Cc1ccc(O)cc1)OCc1ccccc1. As a reaction SMILES: [Br:18][CH2:19][c:20]1[cH:21][cH:22][cH:23][cH:24][cH:25]1.[CH3:27][N:28]([CH3:29])[CH:30]=[O:31].[ClH:26].[Li+:12].[Li+:13].[O-:14][C:15](=[O:16])[O-:17].[OH:1][C:2](=[O:3])[CH2:4][c:5]1[cH:6][cH:7][c:8]([OH:9])[cH:10][cH:11]1>>[O:1]=[C:2]([O:3][CH2:19][c:20]1[cH:21][cH:22][cH:23][cH:24][cH:25]1)[CH2:4][c:5]1[cH:6][cH:7][c:8]([OH:9])[cH:10][cH:11]1. Starting materials: CC(=O)O, [OH-], [OH-], [Pd+2], O=C1CCC2CN(C3CN(C(c4ccccc4)c4ccccc4)C3)CCN12. Product: O=C1CCC2CN(C3CNC3)CCN12. As a reaction SMILES: [CH3:28][C:29](=[O:30])[OH:31].[OH-:32].[OH-:34].[Pd+2:33].[c:1]1([CH:2]([c:3]2[cH:4][cH:5][cH:6][cH:7][cH:22]2)[N:8]2[CH2:9][CH:10]([N:12]3[CH2:13][CH:14]4[N:15]([CH2:16][CH2:17]3)[C:18](=[O:21])[CH2:19][CH2:20]4)[CH2:11]2)[cH:23][cH:24][cH:25][cH:26][cH:27]1>>[NH:8]1[CH2:9][CH:10]([N:12]2[CH2:13][CH:14]3[N:15]([CH2:16][CH2:17]2)[C:18](=[O:21])[CH2:19][CH2:20]3)[CH2:11]1. Starting materials: O1C(CCCC1)OC1COC2C1OCC2O (6-(tetrahydro-2H-pyran-2-yloxy)hexahydrofuro[3,2-b]furan-3-ol), [N+](=O)([O-])O[C@H](CCCC(=O)O[C@H]1[C@@H]2[C@H](OC1)[C@@H](CO2)O)CO[N+](=O)[O-] ((R)-((3R,3aR,6R,6aR)-6-hydroxyhexahydrofuro[3,2-b]furan-3-yl) 5,6-bis(nitrooxy)hexanoate), CCN=C=NCCCN(C)C (EDAC). The reagents and catalysts are CN(C1=CC=NC=C1)C (4-dimethylaminopyridine). Run in C(Cl)Cl (DCM). Reaction conditions: time 12 hour. The product is [N+](=O)([O-])O[C@H](CCCC(=O)O[C@@H]1[C@@H]2[C@H](OC1)[C@H](CO2)OC2OCCCC2)CO[N+](=O)[O-] ((5R)-((3S,3aR,6S,6aR)-6-(tetrahydro-2H-pyran-2-yloxy)hexahydrofuro[3,2-b]furan-3-yl) 5,6-bis(nitrooxy)hexanoate). RXN SMILES: [O:1]1[CH2:6][CH2:5][CH2:4][CH2:3][CH:2]1[O:7][CH:8]1[CH:12]2[O:13][CH2:14][CH:15]([OH:16])[CH:11]2[O:10][CH2:9]1.[N+:17]([O:20][C@@H:21]([CH2:37][O:38][N+:39]([O-:41])=[O:40])[CH2:22][CH2:23][CH2:24][C:25](O[C@@H]1CO[C@@H]2[C@H](O)CO[C@H]12)=[O:26])([O-:19])=[O:18].CCN=C=NCCCN(C)C>C(Cl)Cl.CN(C)C1C=CN=CC=1>[N+:17]([O:20][C@@H:21]([CH2:37][O:38][N+:39]([O-:41])=[O:40])[CH2:22][CH2:23][CH2:24][C:25]([O:16][C@H:15]1[CH2:14][O:13][C@@H:12]2[C@@H:8]([O:7][CH:2]3[CH2:3][CH2:4][CH2:5][CH2:6][O:1]3)[CH2:9][O:10][C@H:11]12)=[O:26])([O-:19])=[O:18]. Reported procedure: 3S,3aR,6S,6aR)-6-(tetrahydro-2H-pyran-2-yloxy)hexahydrofuro[3,2-b]furan-3-ol (0.64 g, 2.80 mmol) and (5R)-5,6-bis-nitrooxy-hexanoic acid (1.18 g, 4.95 mmol) (obtained as described in EXAMPLE 5) were dissolved in DCM (30 ml), EDAC (0.81 g, 4.20 mmol) and 4-dimethylaminopyridine (0.068 g, 0.56 mmol) were added. After stirring at room temperature for 12 hrs, the reaction mixture was washed with water. The organic layer was dried over sodium sulfate, and evaporated under reduced pressure. The residu...